Dataset: the Open Reaction Database (ORD), a public repository of structured organic reaction records. Task: describe an organic reaction: reactants, conditions, products, and yield Reactants: [Cl-].OCC[NH+]1CCS(CC1)(=O)=O (4-(2-Hydroxyethyl)thiomorpholin-4-ium 1,1-dioxide chloride), Cl (HCl), N1=CC=CC=C1 (pyridine), S(=O)(Cl)Cl (thionyl chloride). The solvent is O (water), C(Cl)(Cl)Cl (chloroform), C(Cl)(Cl)Cl (chloroform). Reaction conditions: temperature 25 celsius. Yields the product [Cl-].ClCC[NH+]1CCS(CC1)(=O)=O (4-(2-chloroethyl)thiomorpholin-4-ium 1,1-dioxide chloride). As a reaction SMILES: [Cl-:1].O[CH2:3][CH2:4][NH+:5]1[CH2:10][CH2:9][S:8](=[O:12])(=[O:11])[CH2:7][CH2:6]1.Cl.N1C=CC=CC=1.S(Cl)([Cl:22])=O>C(Cl)(Cl)Cl.O>[Cl-:22].[Cl:1][CH2:3][CH2:4][NH+:5]1[CH2:10][CH2:9][S:8](=[O:12])(=[O:11])[CH2:7][CH2:6]1 |f:0.1,7.8|. Reported procedure: 4-(2-Hydroxyethyl)thiomorpholin-4-ium 1,1-dioxide chloride, the HCl salt of 41-1, (6.0 g, 27.82 mmol) was treated with pyridine (2.43 g, 30.60 mmol) and then warmed with a solution of thionyl chloride (4.96 g, 41.72 mmol) in chloroform (20 mL) to 60° C. After 1.5 hours the reaction was cooled to 25° C. and water was added. The chloroform was drawn off and the aqueous layer was condensed under reduced pressure to a clear syrup which crystallized upon standing. The crystals were filtered off, wash... Starting materials: O=C([O-])O, ClCCl, COC(=O)C(N)Cc1ccc2c(c1)CC(=O)N2, CCOC(C)=O, Cc1ccccc1, O=C(Cl)Cl, O=C1Nc2ccccc2CN1C1CCNCC1, [Na+]. The product is COC(=O)C(Cc1ccc2c(c1)CC(=O)N2)NC(=O)N1CCC(N2Cc3ccccc3NC2=O)CC1. As a reaction SMILES: [C:49](=[O:50])([OH:51])[O-:52].[CH2:46]([Cl:47])[Cl:48].[CH3:12][O:13][C:14]([CH:15]([CH2:16][c:17]1[cH:18][c:19]2[c:23]([cH:24][cH:25]1)[NH:22][C:21](=[O:26])[CH2:20]2)[NH2:27])=[O:28].[CH3:54][CH2:55][O:56][C:57](=[O:58])[CH3:59].[CH3:5][c:6]1[cH:7][cH:8][cH:9][cH:10][cH:11]1.[Cl:1][C:2]([Cl:3])=[O:4].[NH:29]1[CH2:30][CH2:31][CH:32]([N:35]2[C:36](=[O:45])[NH:37][c:38]3[cH:39][cH:40][cH:41][cH:42][c:43]3[CH2:44]2)[CH2:33][CH2:34]1.[Na+:53]>>[C:2](=[O:4])([NH:27][CH:15]([C:14]([O:13][CH3:12])=[O:28])[CH2:16][c:17]1[cH:18][c:19]2[c:23]([cH:24][cH:25]1)[NH:22][C:21](=[O:26])[CH2:20]2)[N:29]1[CH2:30][CH2:31][CH:32]([N:35]2[C:36](=[O:45])[NH:37][c:38]3[cH:39][cH:40][cH:41][cH:42][c:43]3[CH2:44]2)[CH2:33][CH2:34]1.